Dataset: the Open Reaction Database (ORD), a public repository of structured organic reaction records. Task: describe an organic reaction: reactants, conditions, products, and yield The reactants are O=C1CCC(=O)N1Br, O=C(OOC(=O)c1ccccc1)c1ccccc1, COC(=O)c1ncc2c(Oc3ccc(OC)cc3)cccc2c1O, ClC(Cl)(Cl)Cl. Product: COC(=O)c1nc(Br)c2c(Oc3ccc(OC)cc3)cccc2c1O. Reaction SMILES: [Br:25][N:26]1[C:27](=[O:28])[CH2:29][CH2:30][C:31]1=[O:32].[C:33]([O:34][O:35][C:36](=[O:37])[c:38]1[cH:39][cH:40][cH:41][cH:42][cH:43]1)(=[O:44])[c:45]1[cH:46][cH:47][cH:48][cH:49][cH:50]1.[CH3:1][O:2][C:3](=[O:4])[c:5]1[n:6][cH:7][c:8]2[c:9]([O:16][c:17]3[cH:18][cH:19][c:20]([O:23][CH3:24])[cH:21][cH:22]3)[cH:10][cH:11][cH:12][c:13]2[c:14]1[OH:15].[Cl:51][C:52]([Cl:53])([Cl:54])[Cl:55]>>[CH3:1][O:2][C:3](=[O:4])[c:5]1[n:6][c:7]([Br:25])[c:8]2[c:9]([O:16][c:17]3[cH:18][cH:19][c:20]([O:23][CH3:24])[cH:21][cH:22]3)[cH:10][cH:11][cH:12][c:13]2[c:14]1[OH:15]. Starting materials: CCOC(C)=O, CS(=O)(=O)c1ccc(C(=CC2CCCC2)C(=O)Nc2nccs2)cc1. The product is CS(=O)(=O)c1ccc(C(=CC2CCCC2)C(=O)O)cc1. RXN SMILES: [CH3:26][CH2:27][O:28][C:29](=[O:30])[CH3:31].[CH:1]1([CH:6]=[C:7]([C:8](=[O:9])[NH:10][c:11]2[s:12][cH:13][cH:14][n:15]2)[c:16]2[cH:17][cH:18][c:19]([S:22](=[O:23])(=[O:24])[CH3:25])[cH:20][cH:21]2)[CH2:2][CH2:3][CH2:4][CH2:5]1>>[CH:1]1([CH:6]=[C:7]([C:8]([OH:9])=[O:28])[c:16]2[cH:17][cH:18][c:19]([S:22](=[O:23])(=[O:24])[CH3:25])[cH:20][cH:21]2)[CH2:2][CH2:3][CH2:4][CH2:5]1. Reactants: O=C(O)CCC(O)c1ccc(-c2cccc(Cl)c2)cc1, NC1CCCCC1. The product is O=C(O)CCCc1ccc(-c2cccc(Cl)c2)cc1. Reaction SMILES: [Cl:1][c:2]1[cH:3][c:4](-[c:8]2[cH:9][cH:10][c:11]([CH:14]([CH2:15][CH2:16][C:17](=[O:18])[OH:19])[OH:20])[cH:12][cH:13]2)[cH:5][cH:6][cH:7]1.[NH2:21][CH:22]1[CH2:23][CH2:24][CH2:25][CH2:26][CH2:27]1>>[Cl:1][c:2]1[cH:3][c:4](-[c:8]2[cH:9][cH:10][c:11]([CH2:14][CH2:15][CH2:16][C:17](=[O:18])[OH:19])[cH:12][cH:13]2)[cH:5][cH:6][cH:7]1. Starting materials: OBO, O=S(=O)(c1ccccc1)n1cc(Br)c2ccccc21, CCO, CC(C)c1ccccc1, [Na+], [Na+], O=C([O-])[O-], O, Cc1ccccc1, c1ccc(P(c2ccccc2)(c2ccccc2)[Pd](P(c2ccccc2)(c2ccccc2)c2ccccc2)(P(c2ccccc2)(c2ccccc2)c2ccccc2)P(c2ccccc2)(c2ccccc2)c2ccccc2)cc1. Yields the product CC(C)c1ccccc1-c1cn(S(=O)(=O)c2ccccc2)c2ccccc12. RXN SMILES: [BH:20]([OH:21])[OH:22].[Br:1][c:2]1[cH:3][n:4]([S:11](=[O:12])(=[O:13])[c:14]2[cH:15][cH:16][cH:17][cH:18][cH:19]2)[c:5]2[cH:6][cH:7][cH:8][cH:9][c:10]12.[CH2:116]([OH:117])[CH3:118].[CH:23]([CH3:24])([CH3:25])[c:26]1[cH:27][cH:28][cH:29][cH:30][cH:31]1.[Na+:32].[Na+:33].[O-:34][C:35](=[O:36])[O-:37].[OH2:115].[c:119]1([CH3:120])[cH:121][cH:122][cH:123][cH:124][cH:125]1.[cH:38]1[cH:39][cH:40][c:41]([P:42]([Pd:43]([P:44]([c:45]2[cH:46][cH:47][cH:48][cH:49][cH:50]2)([c:51]2[cH:52][cH:53][cH:54][cH:55][cH:56]2)[c:57]2[cH:58][cH:59][cH:60][cH:61][cH:62]2)([P:63]([c:64]2[cH:65][cH:66][cH:67][cH:68][cH:69]2)([c:70]2[cH:71][cH:72][cH:73][cH:74][cH:75]2)[c:76]2[cH:77][cH:78][cH:79][cH:80][cH:81]2)[P:82]([c:83]2[cH:84][cH:85][cH:86][cH:87][cH:88]2)([c:89]2[cH:90][cH:91][cH:92][cH:93][cH:94]2)[c:95]2[cH:96][cH:97][cH:98][cH:99][cH:100]2)([c:101]2[cH:102][cH:103][cH:104][cH:105][cH:106]2)[c:107]2[cH:108][cH:109][cH:110][cH:111][cH:112]2)[cH:113][cH:114]1>>[c:2]1(-[c:27]2[c:26]([CH:23]([CH3:24])[CH3:25])[cH:31][cH:30][cH:29][cH:28]2)[cH:3][n:4]([S:11](=[O:12])(=[O:13])[c:14]2[cH:15][cH:16][cH:17][cH:18][cH:19]2)[c:5]2[cH:6][cH:7][cH:8][cH:9][c:10]12. The reactants are O1C(OCC1)C=1C(=C(OC2=NC(=C(C#N)C=C2)OC)C=CC1B1OC(C(O1)(C)C)(C)C)F (6-(3-(1,3-dioxolan-2-yl)-2-fluoro-4-(4,4,5,5-tetramethyl-1,3,2-dioxaborolan-2-yl)phenoxy)-2-methoxynicotinonitrile), Cl (HCl), O (water). Run in O1CCCC1 (tetrahydrofuran). The product is FC1=C(OC2=NC(=C(C#N)C=C2)OC)C=CC(=C1C=O)B1OC(C(O1)(C)C)(C)C (6-(2-fluoro-3-formyl-4-(4,4,5,5-tetramethyl-1,3,2-dioxaborolan-2-yl)phenoxy)-2-methoxynicotinonitrile). Yield: 73.9%. As a reaction SMILES: [O:1]1CCO[CH:2]1[C:6]1[C:7]([F:32])=[C:8]([CH:20]=[CH:21][C:22]=1[B:23]1[O:27][C:26]([CH3:29])([CH3:28])[C:25]([CH3:31])([CH3:30])[O:24]1)[O:9][C:10]1[CH:17]=[CH:16][C:13]([C:14]#[N:15])=[C:12]([O:18][CH3:19])[N:11]=1.Cl.O>O1CCCC1>[F:32][C:7]1[C:6]([CH:2]=[O:1])=[C:22]([B:23]2[O:27][C:26]([CH3:29])([CH3:28])[C:25]([CH3:31])([CH3:30])[O:24]2)[CH:21]=[CH:20][C:8]=1[O:9][C:10]1[CH:17]=[CH:16][C:13]([C:14]#[N:15])=[C:12]([O:18][CH3:19])[N:11]=1. Reported procedure: A solution of 6-(3-(1,3-dioxolan-2-yl)-2-fluoro-4-(4,4,5,5-tetramethyl-1,3,2-dioxaborolan-2-yl)phenoxy)-2-methoxynicotinonitrile (2.18 g, 4.93 mmol) in tetrahydrofuran (6 mL) was added 3 M HCl (3 mL). The solution was refluxed for four hours. The solution was cooled to room temperature and water was added. The solution was extracted with ethyl acetate. The organic layer was washed with water, then washed with brine, dried over anhydrous sodium sulfate, and filtered. The solvent was removed under...